Task: describe an organic reaction: reactants, conditions, products, and yield. Dataset: the Open Reaction Database (ORD), a public repository of structured organic reaction records Reactants: C(CCCCCCCCCC)O (undecanol), C(O)(O)=O.NNC(=N)N (aminoguanidine hydrogen carbonate), C1(=CC=C(C=C1)S(=O)(=O)O)C (p-toluenesulphonic acid). The solvent is O (water), C1(=CC=CC=C1)C (toluene), O (water). Yields the product C(CCCCCCCCCC)=NNC(=N)N (1-(undecylideneamino)guanidine). Reaction SMILES: [CH2:1](O)[CH2:2][CH2:3][CH2:4][CH2:5][CH2:6][CH2:7][CH2:8][CH2:9][CH2:10][CH3:11].C(=O)(O)O.[NH2:17][NH:18][C:19]([NH2:21])=[NH:20].C1(C)C=CC(S(O)(=O)=O)=CC=1>O.C1(C)C=CC=CC=1>[CH:1](=[N:17][NH:18][C:19]([NH2:21])=[NH:20])[CH2:2][CH2:3][CH2:4][CH2:5][CH2:6][CH2:7][CH2:8][CH2:9][CH2:10][CH3:11] |f:1.2|. Reported procedure: 1 mol (170.3 g) of undecanol, 1.1 mol (150 g) of aminoguanidine hydrogen carbonate and 1 g of p-toluenesulphonic acid are mixed with 500 ml of toluene and refluxed with stirring. As soon as 2 mol of water have been separated using the water separator, the mixture is allowed to cool, concentrated by rotary evaporation and the dark red oil is taken up in 250 ml of petroleum ether 40/60°. The precipitate formed is suction filtered and washed again with petroleum ether. For recrystallisation the pre... Reactants: BrCCBr (1,2-dibromoethane), FC1=NC=CN=C1I (2-fluoro-3-iodopyrazine), PdCl2(dppf)CH2Cl2, IC1CCC2(OCCO2)CC1 (8-iodo-1,4-dioxaspiro[4.5]decane), Cl[Si](C)(C)C (chlorotrimethylsilane). The reagents and catalysts are [Zn] (zinc), [Zn] (zinc), [Cu]I (CuI). The solvent is CC(=O)N(C)C (DMA), CC(=O)N(C)C (DMA), CC(=O)N(C)C (DMA), CC(=O)N(C)C (DMA). Reaction conditions: time 15 minute. Yields the product FC1=NC=CN=C1C1CCC2(OCCO2)CC1 (2-Fluoro-3-(1,4-Dioxaspiro[4.5]Decan-8-yl)Pyrazine). As a reaction SMILES: BrCCBr.Cl[Si](C)(C)C.I[CH:11]1[CH2:20][CH2:19][C:14]2([O:18][CH2:17][CH2:16][O:15]2)[CH2:13][CH2:12]1.[F:21][C:22]1[C:27](I)=[N:26][CH:25]=[CH:24][N:23]=1>CC(N(C)C)=O.[Zn].[Cu]I>[F:21][C:22]1[C:27]([CH:11]2[CH2:20][CH2:19][C:14]3([O:18][CH2:17][CH2:16][O:15]3)[CH2:13][CH2:12]2)=[N:26][CH:25]=[CH:24][N:23]=1. Procedure: To a suspension of activated zinc dust (51 g, 0.78 mol, 1.94 eq.) in anhydrous DMA (100 mL) was added 1,2-dibromoethane (5.5 mL, 0.064 mol, 0.16 eq.), followed by the slow addition of chlorotrimethylsilane (8.1 mL, 0.064 mol, 0.16 eq.) over 5 min. The resulting mixture was stirred for 15 min under nitrogen. Then a solution of 8-iodo-1,4-dioxaspiro[4.5]decane (172 g, 0.639 mol, 1.59 eq.) in anhydrous DMA (300 mL) was added to the above suspension over 30 min keeping the internal temperature below... The product is CCOCC1CCN(CCCn2c(=O)sc3ccccc32)CC1. The reactants are CCOCC1CCN(C(=O)OC(C)(C)C)CC1, ClCCl, O=C(O)C(F)(F)F, O=c1sc2ccccc2n1CCCI, [K+], [K+], [Na+], O=C([O-])[O-], [OH-]. As a reaction SMILES: [C:1]([O:2][C:6](=[O:3])[N:8]1[CH2:9][CH2:10][CH:11]([CH2:14][O:15][CH2:16][CH3:17])[CH2:12][CH2:13]1)([CH3:4])([CH3:5])[CH3:7].[Cl:47][CH2:48][Cl:49].[F:18][C:19]([F:20])([F:21])[C:22]([OH:23])=[O:24].[I:27][CH2:28][CH2:29][CH2:30][n:31]1[c:32](=[O:40])[s:33][c:34]2[c:35]1[cH:36][cH:37][cH:38][cH:39]2.[K+:41].[K+:42].[Na+:26].[O-:43][C:44]([O-:45])=[O:46].[OH-:25]>>[CH2:6]([N:8]1[CH2:9][CH2:10][CH:11]([CH2:14][O:15][CH2:16][CH3:17])[CH2:12][CH2:13]1)[CH2:29][CH2:30][n:31]1[c:32](=[O:40])[s:33][c:34]2[c:35]1[cH:36][cH:37][cH:38][cH:39]2. Starting materials: O1CCN(CC1)CCOC1CCCC2C1OC1=C(O2)C(=CC=C1)OC (4-(2-morpholinoethoxy)-9-methoxy-1,2,3,4,4a,10a-hexahydrodibenzo-[b,e][1,4]dioxin), CBr (methyl bromide), title-product. Product: [Br-].COC1=CC=CC2=C1OC1C(O2)C(CCC1)OCC[N+]1(CCOCC1)C (N-{2-(9-methoxy-1,2,3,4,4a,10a-hexahydrodibenzo[b,e][1,4]dioxin-4-yloxy)ethyl}-N-methylmorpholinium bromide). Reaction SMILES: [O:1]1[CH2:6][CH2:5][N:4]([CH2:7][CH2:8][O:9][CH:10]2[CH:15]3[O:16][C:17]4[CH:23]=[CH:22][CH:21]=[C:20]([O:24][CH3:25])[C:18]=4[O:19][CH:14]3[CH2:13][CH2:12][CH2:11]2)[CH2:3][CH2:2]1.[CH3:26][Br:27]>>[Br-:27].[CH3:25][O:24][C:20]1[C:18]2[O:19][CH:14]3[CH2:13][CH2:12][CH2:11][CH:10]([O:9][CH2:8][CH2:7][N+:4]4([CH3:26])[CH2:5][CH2:6][O:1][CH2:2][CH2:3]4)[CH:15]3[O:16][C:17]=2[CH:23]=[CH:22][CH:21]=1 |f:2.3|. Procedure: Following the same procedure as in Example 8, 3.5 g (0.01 mole) of the amino ether of Example 4 were used at the start to obtain, after the action of methyl bromide, 3.3 g of the title-product of melting point 167.1° C., having the elementary analysis: Starting materials: O (Water), sodium dihydro-bis(2-methoxyethoxy)aluminate, C1(=CC=CC=C1)C (toluene), OCCCN1C(C2CC2C1=O)=O (3-(3-Hydroxy-propyl)-3-aza-bicyclo[3.1.0]hexane-2,4-dione). Run in C(C)OCC (diethyl ether). Reaction conditions: temperature 0 celsius, time 4 hour. The product is C12CN(CC2C1)CCCO (3-(3-Aza-bicyclo[3.1.0]hex-3-yl)-propan-1-ol). Yield: 82.4%. As a reaction SMILES: C1(C)C=CC=CC=1.[OH:8][CH2:9][CH2:10][CH2:11][N:12]1[C:17](=O)[CH:16]2[CH:14]([CH2:15]2)[C:13]1=O.O>C(OCC)C>[CH:14]12[CH2:15][CH:16]1[CH2:17][N:12]([CH2:11][CH2:10][CH2:9][OH:8])[CH2:13]2. Procedure: To a cold (0° C.) solution of sodium dihydro-bis(2-methoxyethoxy)aluminate in toluene (70% in mass, 2.43 mL, 4.5 eq.) was added 3-(3-hydroxy-propyl)-3-azabicyclo[3.1.0]hexane-2,4-dione (example 5, step 1, 320 mg, 1.0 eq.) in diethyl ether (5 mL). The mixture was stirred 40 min at 0° C. and 4 h at reflux. Water was carefully added to and the white mixture was filtered on a dicalite pad. The filtrate was extracted with diethyl ether and the combined organic layers were dried over sodium sulfate, f...